Dataset: the Open Reaction Database (ORD), a public repository of structured organic reaction records. Task: describe an organic reaction: reactants, conditions, products, and yield Reactants: C(CCC)[Li] (n-butyl lithium), C(C)OC(CC1=CC=CC=C1)=O (phenyl-acetic acid ethyl ester), [OH-].[Na+] (NaOH), ( g ), C(C)#N (acetonitrile). The solvent is hexanes, C1CCOC1 (THF), C1CCOC1 (THF). Reaction conditions: temperature -78 celsius, time 8 hour. Yields the product O=C(CC#N)CC1=CC=CC=C1 (3-oxo-4-phenyl-butyronitrile). Reaction SMILES: [C:1](#[N:3])[CH3:2].C([Li])CCC.C([O:11][C:12](=O)[CH2:13][C:14]1[CH:19]=[CH:18][CH:17]=[CH:16][CH:15]=1)C.[OH-].[Na+]>C1COCC1>[O:11]=[C:12]([CH2:13][C:14]1[CH:19]=[CH:18][CH:17]=[CH:16][CH:15]=1)[CH2:2][C:1]#[N:3] |f:3.4|. Reported procedure: Under Ar(g), a solution of anhydrous acetonitrile (1.6 mL) in 35 mL anhydrous THF is cooled to −78° C. in a dry ice-acetone bath and then slowly treated with 12.2 mL of a 2.5 M n-butyl lithium in hexanes. The reaction mixture is maintained at −78° C. for an additional 45 min. and then slowly treated with a solution of 5 gms. of phenyl-acetic acid ethyl ester in 5 mL of anhydrous THF. The resulting solution is then stirred overnight at room temperature. Subsequently, the reaction mixture is treat... Starting materials: Cn1ncc2c(c1=O)S(=O)CCNC2Cc1ccccc1, CC(=O)O, OO. The product is Cn1ncc2c(c1=O)S(=O)(=O)CCNC2Cc1ccccc1. As a reaction SMILES: [CH2:1]([c:2]1[cH:3][cH:4][cH:5][cH:6][cH:7]1)[CH:8]1[c:9]2[c:10]([c:16](=[O:21])[n:17]([CH3:20])[n:18][cH:19]2)[S:11](=[O:15])[CH2:12][CH2:13][NH:14]1.[CH3:24][C:25](=[O:26])[OH:27].[OH:22][OH:23]>>[CH2:1]([c:2]1[cH:3][cH:4][cH:5][cH:6][cH:7]1)[CH:8]1[c:9]2[c:10]([c:16](=[O:21])[n:17]([CH3:20])[n:18][cH:19]2)[S:11](=[O:15])(=[O:22])[CH2:12][CH2:13][NH:14]1.